From a dataset of the Open Reaction Database (ORD), a public repository of structured organic reaction records. describe an organic reaction: reactants, conditions, products, and yield Starting materials: CS(=O)C (DMSO), FCCO (2-fluoroethanol), [N+](=O)([O-])CCC(=O)OC(C)(C)C (t-butyl 3-nitropropionate), C(C(=O)Cl)(=O)Cl (oxalyl chloride). The solvent is C(Cl)Cl (CH2Cl2), C(Cl)Cl (CH2Cl2), C(Cl)Cl (CH2Cl2), CCN(CC)CC (Et3N), O (water), C(Cl)Cl (CH2Cl2). Conditions: time 15 minute. Product: FCC(C(CC(=O)OC(C)(C)C)[N+](=O)[O-])O (t-Butyl 5-fluoro-4-hydroxy-3-nitropentanoate). The yield is 24.4%. RXN SMILES: C(Cl)(=O)C(Cl)=O.CS(C)=O.[F:11][CH2:12][CH2:13][OH:14].[N+:15]([CH2:18][CH2:19][C:20]([O:22][C:23]([CH3:26])([CH3:25])[CH3:24])=[O:21])([O-:17])=[O:16]>C(Cl)Cl.O.CCN(CC)CC>[F:11][CH2:12][CH:13]([OH:14])[CH:18]([N+:15]([O-:17])=[O:16])[CH2:19][C:20]([O:22][C:23]([CH3:25])([CH3:26])[CH3:24])=[O:21]. Procedure details: A solution of oxalyl chloride (1.9 mL, 21.8 mmol) in dry CH2Cl2 (100 mL) was cooled to −78° C., a solution of DMSO (3.0 mL, 42.3 mmol) in dry CH2Cl2 (10 mL) was added with stirring in such a rate that the temperature was kept at −50 to −60° C. After 5 min stirring, a solution of 2-fluoroethanol (1.2 mL, 18.4 mmol) in dry CH2Cl2 (10 mL) was added, and stirring was continued for an additional 15 min, then dry Et3N (13.5 mL) was added. The reaction mixture was stirred for 15 min, then allowed to wa...